The task is: describe an organic reaction: reactants, conditions, products, and yield. This data is from the Open Reaction Database (ORD), a public repository of structured organic reaction records. Starting materials: CC(C)N(C)CC=CC(=O)O, Clc1ccc(Nc2ncnc3sc4c(c23)CCCNC4)cc1Cl, Cl. The product is CC(C)N(C)CC=CC(=O)N1CCCc2c(sc3ncnc(Nc4ccc(Cl)c(Cl)c4)c23)C1. RXN SMILES: [CH3:25][N:26]([CH2:27][CH:28]=[CH:29][C:30](=[O:31])[OH:32])[CH:33]([CH3:34])[CH3:35].[Cl:1][c:2]1[cH:3][c:4]([NH:9][c:10]2[n:11][cH:12][n:13][c:14]3[c:15]2[c:16]2[c:17]([s:23]3)[CH2:18][NH:19][CH2:20][CH2:21][CH2:22]2)[cH:5][cH:6][c:7]1[Cl:8].[ClH:24]>>[Cl:1][c:2]1[cH:3][c:4]([NH:9][c:10]2[n:11][cH:12][n:13][c:14]3[c:15]2[c:16]2[c:17]([s:23]3)[CH2:18][N:19]([C:30]([CH:29]=[CH:28][CH2:27][N:26]([CH3:25])[CH:33]([CH3:34])[CH3:35])=[O:31])[CH2:20][CH2:21][CH2:22]2)[cH:5][cH:6][c:7]1[Cl:8]. Starting materials: [H-].[Na+] (NaH), CC1=C(N=C(O1)C1=CC=CC=C1)CCOC1=C(C=C(C=C1)O)CCC (4-[2-(5-methyl-2-phenyloxazol-4-yl)ethoxy]-3-propylphenol), BrCC(=O)OCC (ethyl bromoacetate). The solvent is CN(C)C=O (DMF). Conditions: time 10 minute. The product is C(C)OC(COC1=CC(=C(C=C1)OCCC=1N=C(OC1C)C1=CC=CC=C1)CCC)=O ({4-[2-(5-Methyl-2-phenyl-oxazol-4-yl)ethoxy]-3-propylphenoxy}acetic acid ethyl ester). The yield is 73.0%. As a reaction SMILES: [CH3:1][C:2]1[O:6][C:5]([C:7]2[CH:12]=[CH:11][CH:10]=[CH:9][CH:8]=2)=[N:4][C:3]=1[CH2:13][CH2:14][O:15][C:16]1[CH:21]=[CH:20][C:19]([OH:22])=[CH:18][C:17]=1[CH2:23][CH2:24][CH3:25].[H-].[Na+].Br[CH2:29][C:30]([O:32][CH2:33][CH3:34])=[O:31]>CN(C=O)C>[CH2:33]([O:32][C:30](=[O:31])[CH2:29][O:22][C:19]1[CH:20]=[CH:21][C:16]([O:15][CH2:14][CH2:13][C:3]2[N:4]=[C:5]([C:7]3[CH:8]=[CH:9][CH:10]=[CH:11][CH:12]=3)[O:6][C:2]=2[CH3:1])=[C:17]([CH2:23][CH2:24][CH3:25])[CH:18]=1)[CH3:34] |f:1.2|. Reported procedure: A solution of 4-[2-(5-methyl-2-phenyloxazol-4-yl)ethoxy]-3-propylphenol (0.37 g, 1.10 mmol) in dry DMF (4 mL) was cooled in an ice bath and treated with NaH (0.13 g, 3.3 mmol, 60% oil dispersion). After 10 min, ethyl bromoacetate (0.37 mL, 3.3 mmol) was added. The ice bath was removed, and the mixture was placed in an oil bath (T=85° C.). After 18 h, the reaction mixture was cooled and concentrated in vacuo. The residue was partitioned between EtOAc (70 mL) and water (40 mL). The organic layer w... Starting materials: C1(=CC=C(C=C1)C(CC(=O)OCC)=O)C (ethyl 3-p-tolyl-3-oxopropionate), BrBr (bromine). The solvent is C(Cl)(Cl)(Cl)Cl (CCl4), C(Cl)(Cl)(Cl)Cl (CCl4). Run at temperature 20 celsius, time 1 hour. Product: BrC(C(=O)OCC)C(=O)C1=CC=C(C=C1)C (Ethyl 2-bromo-3-p-tolyl-3oxopropionate). As a reaction SMILES: [C:1]1([CH3:15])[CH:6]=[CH:5][C:4]([C:7](=[O:14])[CH2:8][C:9]([O:11][CH2:12][CH3:13])=[O:10])=[CH:3][CH:2]=1.[Br:16]Br>C(Cl)(Cl)(Cl)Cl>[Br:16][CH:8]([C:7]([C:4]1[CH:3]=[CH:2][C:1]([CH3:15])=[CH:6][CH:5]=1)=[O:14])[C:9]([O:11][CH2:12][CH3:13])=[O:10]. Procedure: 20.4 g of ethyl 3-p-tolyl-3-oxopropionate (Helv. Chim. Acta 57, 2205 (1974)) are dissolved in 20 ml of CCl4. A solution of 6 ml of bromine in 30 ml of CCl4 is added dropwise at -5° C. After 1 hour at -5° C., the mixture is stirred at 20° C. for 3 h and then at 60° C. for 1 h. the solvent is removed. The title compound is used further as crude product; yield 34 g.